describe an organic reaction: reactants, conditions, products, and yield From a dataset of the Open Reaction Database (ORD), a public repository of structured organic reaction records. Starting materials: Cl.Cl.CN1CCNCC1 (N-methylpiperazine dihydrochloride), ClC=1C=CC2=C(C=C(O2)C(=O)O)C1 (5-chlorobenzofuran-2-carboxylic acid), CN1CCNCC1 (N-methylpiperazine), O (water). Run in C1CCOC1 (THF), CCOCC (Et2O), C1CCOC1 (THF). Reaction conditions: time 2 hour. Product: ClC=1C=CC2=C(C=C(O2)C=O)C1 (5-Chlorobenzofuran-2-carboxaldehyde). Yield: 31.4%. Reaction SMILES: Cl.Cl.CN1CCNCC1.CN1CCNCC1.[Cl:17][C:18]1[CH:19]=[CH:20][C:21]2[O:25][C:24]([C:26](O)=[O:27])=[CH:23][C:22]=2[CH:29]=1.O>C1COCC1.CCOCC>[Cl:17][C:18]1[CH:19]=[CH:20][C:21]2[O:25][C:24]([CH:26]=[O:27])=[CH:23][C:22]=2[CH:29]=1 |f:0.1.2|. Reported procedure: LiA1H4 (3.04 g, 80 mmol) was suspended under stirring at 0° under Ar in anhydrous THF (150 ml), then N-methylpiperazine dihydrochloride (6.92 g, 40 mmol) was added portionwise in 10 minutes. N-methylpiperazine (12 g, 120 mmol) was then added dropwise, the mixture was warmed to RT and stirring continued for 2 hours. The surnatant of this suspension was then added by syringe to a stirred solution at 0° under Ar of 5-chlorobenzofuran-2-carboxylic acid (2.95 g, 15.0 mmol) in anhydrous THF (50 ml). T... The reactants are BrC=1C=CC(=NC1)N1CCN(CCC1)C(=O)OCC(=O)NC (2-(methylamino)-2-oxoethyl 4-(5-bromo-2-pyridyl)-1,4-diazepane-1-carboxylate), C(C)O (ethanol), tetrakis-(triphenylphosphine)palladium, FC(OC1=CC=C(C=C1)B(O)O)(F)F (4-(trifluoromethoxy)-phenylboronic acid), C([O-])([O-])=O.[Na+].[Na+] (sodium carbonate). Run in C1(=CC=CC=C1)C (toluene). Conditions: temperature 150 celsius. Product: FC(OC1=CC=C(C=C1)C=1C=CC(=NC1)N1CCN(CCC1)C(=O)OCC(=O)NC)(F)F (2-(methylamino)-2-oxoethyl 4-(5-{4-[(trifluoro-methyl)oxy]phenyl}-2-pyridyl)-1,4-diazepane-1-carboxylate). Isolated yield 57.5%. Reaction SMILES: Br[C:2]1[CH:3]=[CH:4][C:5]([N:8]2[CH2:14][CH2:13][CH2:12][N:11]([C:15]([O:17][CH2:18][C:19]([NH:21][CH3:22])=[O:20])=[O:16])[CH2:10][CH2:9]2)=[N:6][CH:7]=1.[F:23][C:24]([F:36])([F:35])[O:25][C:26]1[CH:31]=[CH:30][C:29](B(O)O)=[CH:28][CH:27]=1.C(=O)([O-])[O-].[Na+].[Na+].C(O)C>C1(C)C=CC=CC=1>[F:23][C:24]([F:35])([F:36])[O:25][C:26]1[CH:31]=[CH:30][C:29]([C:2]2[CH:3]=[CH:4][C:5]([N:8]3[CH2:14][CH2:13][CH2:12][N:11]([C:15]([O:17][CH2:18][C:19]([NH:21][CH3:22])=[O:20])=[O:16])[CH2:10][CH2:9]3)=[N:6][CH:7]=2)=[CH:28][CH:27]=1 |f:2.3.4|. Procedure details: 0.12 g (0.3 mmol) of 2-(methylamino)-2-oxoethyl 4-(5-bromo-2-pyridyl)-1,4-diazepane-1-carboxylate, prepared in step 11.3., 0.25 g (1.2 mmol) of 4-(trifluoromethoxy)-phenylboronic acid and 0.9 ml (1.8 mmol) of aqueous sodium carbonate solution (2M), suspended in 3.5 ml of toluene and 0.8 ml of ethanol are introduced into a Pyrex reactor. 0.07 g (0.06 mmol) of tetrakis-(triphenylphosphine)palladium is then added and, after sealing the reactor, it is maintained at 150° C. for 15 minutes under micro...